Dataset: the Open Reaction Database (ORD), a public repository of structured organic reaction records. Task: describe an organic reaction: reactants, conditions, products, and yield Reactants: Cl, Cl, NC1CN2CCC1CC2, O=C(O)C=Cc1ccoc1. Product: O=C(C=Cc1ccoc1)NC1CN2CCC1CC2. As a reaction SMILES: [ClH:1].[ClH:2].[N:3]12[CH2:4][CH:5]([NH2:11])[CH:6]([CH2:7][CH2:8]1)[CH2:9][CH2:10]2.[o:12]1[cH:13][c:14]([CH:17]=[CH:18][C:19](=[O:20])[OH:21])[cH:15][cH:16]1>>[N:3]12[CH2:4][CH:5]([NH:11][C:19]([CH:18]=[CH:17][c:14]3[cH:13][o:12][cH:16][cH:15]3)=[O:20])[CH:6]([CH2:7][CH2:8]1)[CH2:9][CH2:10]2. The reactants are COC(C1=CC=C(C=C1)Br)OC (4-bromo-benzaldehyde dimethyl acetal), [Mg] (magnesium), O (water), BrC=1SC=CN1 (2-bromo-thiazole). Reagents/catalysts: C1(=CC=CC=C1)P(CCCP(C1=CC=CC=C1)C1=CC=CC=C1)C1=CC=CC=C1.[Ni](Cl)Cl (1,3-bis(diphenylphosphino)propane nickel(II) chloride), C1(=CC=CC=C1)P(CCCP(C1=CC=CC=C1)C1=CC=CC=C1)C1=CC=CC=C1.[Ni](Cl)Cl (1,3bis(diphenylphosphino)-propane nickel(II) chloride). The solvent is C1CCOC1 (THF), C1CCOC1 (THF), C1CCOC1 (THF). Conditions: temperature 60 celsius, time 30 minute. The product is S1C(=NC=C1)C1=CC=C(C=O)C=C1 (4-(thiazol-2-yl)-benzaldehyde). As a reaction SMILES: [Mg].CO[CH:4]([O:12]C)[C:5]1[CH:10]=[CH:9][C:8](Br)=[CH:7][CH:6]=1.Br[C:15]1[S:16][CH:17]=[CH:18][N:19]=1.O>C1COCC1.C1(P(C2C=CC=CC=2)CCCP(C2C=CC=CC=2)C2C=CC=CC=2)C=CC=CC=1.[Ni](Cl)Cl>[S:16]1[CH:17]=[CH:18][N:19]=[C:15]1[C:8]1[CH:7]=[CH:6][C:5]([CH:4]=[O:12])=[CH:10][CH:9]=1 |f:5.6|. Reported procedure: Under argon, 9.2 g (379 mmol) of magnesium are placed in 84 ml of THF and heated to 60° C. A solution of 82.6 g (357 mmol) of 4-bromo-benzaldehyde dimethyl acetal (for preparation see J. Org. Chem. 56, 4280 (1991)) in 677 ml of THF is then added dropwise thereto in the course of 30 min and the mixture is stirred at boiling temperature for a further 40 min. The Grignard solution is cooled, decanted into a dropping funnel and added dropwise in the course of 30 min to a reddish suspension of 31.7 m... Run in C(C)(=O)OCC (ethyl acetate). Procedure: {circle around (4)}: A mixture comprising 2.0 g of (S)-4-[4′-(1″-methylnonylcarbonyloxy)phenyloxycarbonyl]-1-benzyloxybenzene, 0.2 g of palladium/carbon and 10 g of ethyl acetate was stirred for 6 hours under hydrogen atmosphere. Then, palladium/carbon was filtered off, followed by distilling off ethyl acetate from the filtrate. The resultant residue was recrystallized from hexane, whereby 1.4 g of (S)-4-[4′-(1″-methylnonylcarbonyloxy)phenyloxycarbonyl]phenol was obtained in the form of a colorl... The reagents and catalysts are [Pd] (palladium/carbon). Isolated yield 85.8%. Conditions: time 6 hour. Yields the product C[C@@H](CCCCCCCC)C(=O)OC1=CC=C(C=C1)OC(=O)C1=CC=C(C=C1)O ((S)-4-[4′-(1″-methylnonylcarbonyloxy)phenyloxycarbonyl]phenol). Starting materials: ( 4 ), C[C@@H](CCCCCCCC)C(=O)OC1=CC=C(C=C1)OC(=O)C1=CC=C(C=C1)OCC1=CC=CC=C1 ((S)-4-[4′-(1″-methylnonylcarbonyloxy)phenyloxycarbonyl]-1-benzyloxybenzene). As a reaction SMILES: [CH3:1][C@H:2]([C:11]([O:13][C:14]1[CH:19]=[CH:18][C:17]([O:20][C:21]([C:23]2[CH:28]=[CH:27][C:26]([O:29]CC3C=CC=CC=3)=[CH:25][CH:24]=2)=[O:22])=[CH:16][CH:15]=1)=[O:12])[CH2:3][CH2:4][CH2:5][CH2:6][CH2:7][CH2:8][CH2:9][CH3:10]>[Pd].C(OCC)(=O)C>[CH3:1][C@H:2]([C:11]([O:13][C:14]1[CH:15]=[CH:16][C:17]([O:20][C:21]([C:23]2[CH:24]=[CH:25][C:26]([OH:29])=[CH:27][CH:28]=2)=[O:22])=[CH:18][CH:19]=1)=[O:12])[CH2:3][CH2:4][CH2:5][CH2:6][CH2:7][CH2:8][CH2:9][CH3:10]. The reactants are solution, C(CCC)[Li] (n-butyllithium), C(C)OC=1C=C(C=CC1OCC)C=1SC=C(N1)CCC=O (3-[2-(3,4-diethoxyphenyl)thiazole-4-yl]propionaldehyde), [Cl-].[NH4+] (ammonium chloride), BrC1=NC=CC=C1OC (2-bromo-3-methoxypyridine). The solvent is CCCCCC (n-hexane), C1CCOC1 (THF), C1CCOC1 (THF). Reaction conditions: temperature -30 celsius, time 45 minute. Yields the product C(C)OC=1C=C(C=CC1OCC)C=1SC=C(N1)CCC(O)C1=NC=CC=C1OC (3-[2-(3,4-diethoxyphenyl)thiazole-4-yl]-1-(3-methoxypyridine-2-yl)-1-propanol). Isolated yield 25.8%. Reaction SMILES: Br[C:2]1[C:7]([O:8][CH3:9])=[CH:6][CH:5]=[CH:4][N:3]=1.C([Li])CCC.[CH2:15]([O:17][C:18]1[CH:19]=[C:20]([C:27]2[S:28][CH:29]=[C:30]([CH2:32][CH2:33][CH:34]=[O:35])[N:31]=2)[CH:21]=[CH:22][C:23]=1[O:24][CH2:25][CH3:26])[CH3:16].[Cl-].[NH4+]>C1COCC1.CCCCCC>[CH2:15]([O:17][C:18]1[CH:19]=[C:20]([C:27]2[S:28][CH:29]=[C:30]([CH2:32][CH2:33][CH:34]([C:2]3[C:7]([O:8][CH3:9])=[CH:6][CH:5]=[CH:4][N:3]=3)[OH:35])[N:31]=2)[CH:21]=[CH:22][C:23]=1[O:24][CH2:25][CH3:26])[CH3:16] |f:3.4|. Procedure: A solution of 2-bromo-3-methoxypyridine (1.65 g, 8.78 mmol) in THF was cooled to −78° C., and 5.23 ml (8.16 mmol) of a 1.57 N solution of n-butyllithium in n-hexane was added dropwise. The resulting mixture was stirred at the same temperature for 45 minutes, and a solution (15 ml) of 3-[2-(3,4-diethoxyphenyl)thiazole-4-yl]propionaldehyde (1.34 g, 4.39 mmol) in THF was added dropwise. After stirring at the same temperature for 30 minutes, the temperature of the mixture was raised to −30° C. over ... Starting materials: FC1=C(C=CC=C1)C1=C(C=CC=C1)NC(=S)N (N-(2'-fluoro-2-biphenylyl)thiourea), O.O.O.C(C)(=O)[O-].[Pb+2].C(C)(=O)[O-] (lead acetate trihydrate), [OH-].[K+] (potassium hydroxide). Solvent: O (water). The product is FC1=C(C=CC=C1)C1=C(C=CC=C1)NC#N (2'-fluoro-2-biphenylylcyanamide). As a reaction SMILES: [F:1][C:2]1[CH:7]=[CH:6][CH:5]=[CH:4][C:3]=1[C:8]1[CH:13]=[CH:12][CH:11]=[CH:10][C:9]=1[NH:14][C:15]([NH2:17])=S.O.O.O.C([O-])(=O)C.[Pb+2].C([O-])(=O)C.[OH-].[K+]>O>[F:1][C:2]1[CH:7]=[CH:6][CH:5]=[CH:4][C:3]=1[C:8]1[CH:13]=[CH:12][CH:11]=[CH:10][C:9]=1[NH:14][C:15]#[N:17] |f:1.2.3.4.5.6,7.8|. Reported procedure: A mixture of N-(2'-fluoro-2-biphenylyl)thiourea (6 g), lead acetate trihydrate (9.25 g), potassium hydroxide (13.65 g) and water (180 ml) was heated at 90°-95° C. for 3 hours to give 2'-fluoro-2-biphenylylcyanamide as a colourless solid (m.p. 68°-69° C.). The reactants are C1OC2(C3=C(C=CC4=C2C=CC(=C4)C(C(=O)N)C)C=CC=C3)OC1 (2-(5,5-ethylenedioxy-5H-dibenzo[a,d]cyclohepten-2-yl)propionamide), CO (methanol), N-hydrochloric acid. Solvent: O (water). Reaction conditions: temperature 50 celsius. Yields the product C1=C(C=CC=2C(C3=C(C=CC21)C=CC=C3)=O)C(C(=O)N)C (2-(5H-dibenzo[a,d]cyclohepten-5-on-2-yl)propionamide). Isolated yield 80.0%. Reaction SMILES: C1CO[C:3]2([C:9]3[CH:10]=[CH:11][C:12]([CH:14]([CH3:18])[C:15]([NH2:17])=[O:16])=[CH:13][C:8]=3[CH:7]=[CH:6][C:5]3[CH:19]=[CH:20][CH:21]=[CH:22][C:4]2=3)[O:2]1.CO>O>[CH:13]1[C:8]2[CH:7]=[CH:6][C:5]3[CH:19]=[CH:20][CH:21]=[CH:22][C:4]=3[C:3](=[O:2])[C:9]=2[CH:10]=[CH:11][C:12]=1[CH:14]([CH3:18])[C:15]([NH2:17])=[O:16]. Reported procedure: 2.0 Gm. of 2-(5,5-ethylenedioxy-5H-dibenzo[a,d]cyclohepten-2-yl)propionamide is dissolved in 50 ml. of methanol and 5 ml. of N-hydrochloric acid is added. The mixture is heated to 50° C. for 30 minutes then cooled and added to water. The solution is extracted with ethyl acetate and the extract washed, dried and evaporated to yield 80% of 2-(5H-dibenzo[a,d]cyclohepten-5-on-2-yl)propionamide which is recrystallized from methanol, m.p. 158°-159° C. Use of 2-(5,5-ethylenedioxy-5H-dibenzo[a,d]cyclohe...